Dataset: the Open Reaction Database (ORD), a public repository of structured organic reaction records. Task: describe an organic reaction: reactants, conditions, products, and yield The reactants are C(C1=CC=CC=C1)(=O)N1CC(N(CC2=C1C=CC=C2)S(=O)(=O)C2=CC=C(C=C2)OC)C(=O)OC (methyl 1-(benzoyl)-4-(4-methoxybenzenesulfonyl)-2,3,4,5-tetrahydro-1H-[1 ,4]benzodiazepine-3-carboxylate), B (borane). Solvent: O1CCCC1 (tetrahydrofuran). Reaction conditions: time 1 hour. The product is C(C1=CC=CC=C1)N1CC(N(CC2=C1C=CC=C2)S(=O)(=O)C2=CC=C(C=C2)OC)C(=O)OC (Methyl 1-(Benzyl)-4-(4-methoxybenzenesulfonyl)-2,3,4,5-tetrahydro-1H-[1,4]benzodiazepine-3-carboxylate). Yield: 72.1%. RXN SMILES: [C:1]([N:9]1[C:15]2[CH:16]=[CH:17][CH:18]=[CH:19][C:14]=2[CH2:13][N:12]([S:20]([C:23]2[CH:28]=[CH:27][C:26]([O:29][CH3:30])=[CH:25][CH:24]=2)(=[O:22])=[O:21])[CH:11]([C:31]([O:33][CH3:34])=[O:32])[CH2:10]1)(=O)[C:2]1[CH:7]=[CH:6][CH:5]=[CH:4][CH:3]=1.B>O1CCCC1>[CH2:1]([N:9]1[C:15]2[CH:16]=[CH:17][CH:18]=[CH:19][C:14]=2[CH2:13][N:12]([S:20]([C:23]2[CH:24]=[CH:25][C:26]([O:29][CH3:30])=[CH:27][CH:28]=2)(=[O:22])=[O:21])[CH:11]([C:31]([O:33][CH3:34])=[O:32])[CH2:10]1)[C:2]1[CH:3]=[CH:4][CH:5]=[CH:6][CH:7]=1. Procedure details: A mixture of 0.20 g (0.416 mmol) of methyl 1-(benzoyl)-4-(4-methoxybenzenesulfonyl)-2,3,4,5-tetrahydro-1H-[1 ,4]benzodiazepine-3-carboxylate and 4 ml of borane in tetrahydrofuran (1.0 M) was refluxed overnight and the solvent removed. To the residue was added 5 ml of CH2Cl2 and 5 ml of 2N HCl and the mixture stirred for 1 hour. The organic layer was separated and concentrated to dryness. The residue was chromatographed on thick layer silica gel plates with hexane-ethyl acetate (2:1) as solvent t... Reactants: BrC=1C=CC2=C(N(C(=N2)OC2COC2)C2=NC(=NC=C2)N)C1 (4-[6-bromo-2-(oxetan-3-yloxy)-1H-1,3-benzodiazol-1-yl]pyrimidin-2-amine). Run in COCCO (2-methoxyethanol). The product is BrC=1C=CC2=C(N(C(=N2)OCCOC)C2=NC(=NC=C2)N)C1 (4-[6-bromo-2-(2-methoxyethoxy)-1H-1,3-benzodiazol-1-yl]pyrimidin-2-amine). RXN SMILES: [Br:1][C:2]1[CH:3]=[CH:4][C:5]2[N:9]=[C:8]([O:10][CH:11]3[CH2:14][O:13][CH2:12]3)[N:7]([C:15]3[CH:20]=[CH:19][N:18]=[C:17]([NH2:21])[N:16]=3)[C:6]=2[CH:22]=1>COCCO>[Br:1][C:2]1[CH:3]=[CH:4][C:5]2[N:9]=[C:8]([O:10][CH2:11][CH2:12][O:13][CH3:14])[N:7]([C:15]3[CH:20]=[CH:19][N:18]=[C:17]([NH2:21])[N:16]=3)[C:6]=2[CH:22]=1. Reported procedure: The title compound was prepared by the procedure described for the synthesis of 4-[6-bromo-2-(oxetan-3-yloxy)-1H-1,3-benzodiazol-1-yl]pyrimidin-2-amine, by replacing oxetan-3-ol with 2-methoxyethanol: 1H NMR (500 MHz, DMSO) delta 3.31 (3H, s), 3.83-3.72 (2 H, m), 4.77-4.61 (2H, m), 7.02 (1H, d, J=5.5 Hz), 7.12 (2H, s), 7.48-7.33 (2H, m), 8.38 (1H, d, J=5.5 Hz), 8.45 (1H, d, J=1.8 Hz); LC-MS: m/z=+364/366 (M+H)+. Reaction SMILES: N[N:2]1[C:11]2[C:6](=[CH:7][CH:8]=[CH:9][CH:10]=2)[CH2:5][CH2:4][CH2:3]1.O=[C:13]([CH2:17][CH2:18]C(O)=O)[C:14]([OH:16])=[O:15]>C(O)(=O)C.Cl.O>[C:17]1([CH2:13][C:14]([OH:16])=[O:15])[C:10]2=[C:11]3[C:6](=[CH:7][CH:8]=[CH:9]2)[CH2:5][CH2:4][CH2:3][N:2]3[CH:18]=1. Starting materials: NN1CCCC2=CC=CC=C12 (1-amino-1,2,3,4-tetrahydroquinoline), O=C(C(=O)O)CCC(=O)O (2-ketoglutaric acid). Yield: 42.9%. The solvent is O (water), C(C)(=O)O (acetic acid), Cl (hydrochloric acid). Procedure: 17 g of 1-amino-1,2,3,4-tetrahydroquinoline (preparation see Example 1B) and 20 g of 2-ketoglutaric acid were heated under reflux at a temperature of 80° C. for 2 hours in a mixture of 160 ml of acetic acid and 11.4 ml of concentrated hydrochloric acid. To work up the reaction mixture the solid residue which remained was taken up in water and extracted with ethyl acetate. The organic phase was separated and extracted with 20% strength aqueous sodium hydroxide solution. The alkaline (pH=9) aqueou... The product is C1(=CN2CCCC3=CC=CC1=C23)CC(=O)O (5,6-dihydro- 4H-pyrrolo-[3,2,1-ij]quinoline-1-acetic acid). The reactants are NC(=S)N (Thiourea), ClC(C(CC)=O)CC (4-chloro-3-hexanone), C(C)(=O)OCC (ethyl acetate). Solvent: C(C)O (ethanol), C(C)O (ethanol). Product: Cl.C(C)C=1N=CSC1CC (4,5-diethylthiazole hydrochloride). Isolated yield 67.1%. Reaction SMILES: [NH2:1][C:2](N)=[S:3].[Cl:5][CH:6]([CH2:11][CH3:12])[C:7](=O)[CH2:8][CH3:9].C(OCC)(=O)C>C(O)C>[ClH:5].[CH2:11]([C:6]1[N:1]=[CH:2][S:3][C:7]=1[CH2:8][CH3:9])[CH3:12] |f:4.5|. Procedure details: Thiourea (21.8 g., 0.286 mole), 4-chloro-3-hexanone (34.4 g., 0.26 mole) and 200 ml. of ethanol were combined and heated to reflux for 19 hours. The reaction mixture was cooled and stripped of solvent to yield the crude product as a white solid. White crystals of 4,5-diethylthiazole hydrochloride (31 g., m.p. 154°-156° C.) were obtained by recrystallization from a mixture of ethyl acetate and ethanol. Reactants: CN(C)P(N(C)C)N(C)C (hexamethylphosphorus triamide), O1CCCC1 (tetrahydrofuran), C(=O)C1=NC2=CC=CC=C2C(=C1C)OC(C)=O (2-formyl-3-methyl-4-acetoxyquinoline). Run in O (water). Run at temperature -78 celsius, time 5 minute. The product is C(=C\CCCCCCC)/C1=NC2=CC=CC=C2C(=C1C)OC(C)=O (2-(trans-1-nonenyl)-3-methyl-4-acetoxyquinoline), C(=C/CCCCCCC)/C1=NC2=CC=CC=C2C(=C1C)OC(C)=O (2-(cis-1-nonenyl)-3-methyl-4-acetoxyquinoline). The yield is 12.0%. As a reaction SMILES: CN(P(N(C)C)N(C)C)C.O1[CH2:15][CH2:14][CH2:13][CH2:12]1.[CH:16]([C:18]1[C:27]([CH3:28])=[C:26]([O:29][C:30](=[O:32])[CH3:31])[C:25]2[C:20](=[CH:21][CH:22]=[CH:23][CH:24]=2)[N:19]=1)=O>O>[CH:16](/[C:18]1[C:27]([CH3:28])=[C:26]([O:29][C:30](=[O:32])[CH3:31])[C:25]2[C:20](=[CH:21][CH:22]=[CH:23][CH:24]=2)[N:19]=1)=[CH:12]\[CH2:13][CH2:14][CH2:15][CH2:12][CH2:13][CH2:14][CH3:15].[CH:16](/[C:18]1[C:27]([CH3:28])=[C:26]([O:29][C:30](=[O:32])[CH3:31])[C:25]2[C:20](=[CH:21][CH:22]=[CH:23][CH:24]=2)[N:19]=1)=[CH:12]/[CH2:13][CH2:14][CH2:15][CH2:12][CH2:13][CH2:14][CH3:15]. Procedure: This solution was cooled to -78° C., after which 1.43 g (8 mmols) of hexamethylphosphorus triamide was added and stirred for 5 minutes, followed by further addition of 2 ml of a tetrahydrofuran solution of 91.6 mg (0.40 mmols) of 2-formyl-3-methyl-4-acetoxyquinoline and stirring at -78° C. for 15 minutes and subsequently at -42° C. for 30 minutes. The reaction mixture was added to 20 ml of water and extracted with ethyl acetate, followed by washing with a saturated sodium chloride aqueous soluti... The product is COC=1C(=C(CC=2C=CC(=C(C(=O)N3CCCCC3)C2)OCC=2C=NC=CC2)C(=C(C1OC)OC)OC)C (N-[5-(3,4,5,6-Tetramethoxy-2-methylbenzyl)-2-(3-pyridylmethyloxy)benzoyl]piperidine). Yield: 90.2%. Run in C1=CC=CC=C1 (benzene). Reported procedure: 3-Pyridinemethanol (0.102 g, 0.932 mmol), triphenylphosphine (0.293 g, 1.12 mmol) and diethylazodicarboxylate (0.195 g, 1.12 mmol) were added to a benzene solution (30 ml) of N-[5-(3,4,5,6-tetramethoxy-2-methylbenzyl)-2-hydroxybenzoyl]piperidine (0.320 g, 0.746 mmol) and the resulting solution was stirred at room temperature for 12 hours. The reaction solution was poured into an aqueous 2N sodium hydroxide solution (15 ml) and then extracted with methylene chloride. The extract was washed with w... Run at time 12 hour. As a reaction SMILES: [N:1]1[CH:6]=[CH:5][CH:4]=[C:3]([CH2:7][OH:8])[CH:2]=1.C1(P(C2C=CC=CC=2)C2C=CC=CC=2)C=CC=CC=1.CCOC(/N=N/C(OCC)=O)=O.[CH3:40][O:41][C:42]1[C:43]([CH3:70])=[C:44]([C:61]([O:68][CH3:69])=[C:62]([O:66][CH3:67])[C:63]=1[O:64][CH3:65])[CH2:45][C:46]1[CH:47]=[CH:48][C:49](O)=[C:50]([CH:59]=1)[C:51]([N:53]1[CH2:58][CH2:57][CH2:56][CH2:55][CH2:54]1)=[O:52].[OH-].[Na+]>C1C=CC=CC=1>[CH3:40][O:41][C:42]1[C:43]([CH3:70])=[C:44]([C:61]([O:68][CH3:69])=[C:62]([O:66][CH3:67])[C:63]=1[O:64][CH3:65])[CH2:45][C:46]1[CH:47]=[CH:48][C:49]([O:8][CH2:7][C:3]2[CH:2]=[N:1][CH:6]=[CH:5][CH:4]=2)=[C:50]([CH:59]=1)[C:51]([N:53]1[CH2:58][CH2:57][CH2:56][CH2:55][CH2:54]1)=[O:52] |f:4.5|. Reactants: [OH-].[Na+] (sodium hydroxide), N1=CC(=CC=C1)CO (3-Pyridinemethanol), C1(=CC=CC=C1)P(C1=CC=CC=C1)C1=CC=CC=C1 (triphenylphosphine), CCOC(=O)/N=N/C(=O)OCC (diethylazodicarboxylate), COC=1C(=C(CC=2C=CC(=C(C(=O)N3CCCCC3)C2)O)C(=C(C1OC)OC)OC)C (N-[5-(3,4,5,6-tetramethoxy-2-methylbenzyl)-2-hydroxybenzoyl]piperidine).